Dataset: the Open Reaction Database (ORD), a public repository of structured organic reaction records. Task: describe an organic reaction: reactants, conditions, products, and yield The reactants are [Al+3], CCOC(=O)CC1Cc2ccccc2C1, C1CCOC1, CCOC(C)=O, [H-], [H-], [H-], [H-], [Li+]. Yields the product OCCC1Cc2ccccc2C1. As a reaction SMILES: [Al+3:17].[CH2:1]1[CH:2]([CH2:10][C:11](=[O:12])[O:13][CH2:14][CH3:15])[CH2:3][c:4]2[cH:5][cH:6][cH:7][cH:8][c:9]21.[CH2:28]1[O:29][CH2:30][CH2:31][CH2:32]1.[CH3:22][CH2:23][O:24][C:25]([CH3:26])=[O:27].[H-:16].[H-:19].[H-:20].[H-:21].[Li+:18]>>[CH2:1]1[CH:2]([CH2:10][CH2:11][OH:12])[CH2:3][c:4]2[cH:5][cH:6][cH:7][cH:8][c:9]21.